From a dataset of the Open Reaction Database (ORD), a public repository of structured organic reaction records. describe an organic reaction: reactants, conditions, products, and yield Reactants: C(C)OC=1C(=NS(N1)(=O)=O)N[C@H]1[C@@H](C(OC2=CC=C(C=C12)OC(F)(F)F)(C)C)O ((-)-(3S, 4R)-4-(4-Ethoxy-1,1-dioxo-[1,2,5]thiadiazol-3-ylamino)-2,2-dimethyl-6-trifluoromethoxy-chroman-3-ol), C(C)(C)N (isopropylamine). Product: CC(C)NC=1C(=NS(N1)(=O)=O)N[C@H]1[C@@H](C(OC2=CC=C(C=C12)OC(F)(F)F)(C)C)O ((-)-(3S,4R)-4-[4-(1-methylethylamino)-1,1-dioxo-[1,2,5]thiadiazol-3-ylamino]-2,2-dimethyl-6-(trifluoromethoxy)-chroman-3-ol). As a reaction SMILES: C(O[C:4]1[C:5]([NH:11][C@@H:12]2[C:21]3[C:16](=[CH:17][CH:18]=[C:19]([O:22][C:23]([F:26])([F:25])[F:24])[CH:20]=3)[O:15][C:14]([CH3:28])([CH3:27])[C@H:13]2[OH:29])=[N:6][S:7](=[O:10])(=[O:9])[N:8]=1)C.[CH:30]([NH2:33])([CH3:32])[CH3:31]>>[CH3:31][CH:30]([NH:33][C:4]1[C:5]([NH:11][C@@H:12]2[C:21]3[C:16](=[CH:17][CH:18]=[C:19]([O:22][C:23]([F:24])([F:25])[F:26])[CH:20]=3)[O:15][C:14]([CH3:27])([CH3:28])[C@H:13]2[OH:29])=[N:6][S:7](=[O:9])(=[O:10])[N:8]=1)[CH3:32]. Reported procedure: In a method similar to Example 5, the product of Example 1, Step 2 (0.200 g, 0.457 mmol) was converted to the title compound with isopropylamine (0.64 mL, 7.5 mmol) in 1 hour to give 0.180 g (87%) of a white solid: mp 296-298 (dec); 1H NMR (DMSO-D6): δ 8.90 (br s, 1H), 8.30 (br s, 1H), 7.26 (s, 1H), 7.23 (d, 1H), 6.91 (d, 1H), 6.00 (d, 1H), 4.78 (d, 1H), 3.86 (br t, 1H), 3.63 (dd, 1H), 1.40 (s, 3H), 1.24 (dd, 6H), 1.16 (s, 3H); IR (KBr) 3300, 1620 cm-1 ; MS (m/z) 451 (MH+, 100%); [α]D25 =-73.5 (... Reactants: CO, Cc1cc(Cl)nn2c(-c3ccnc4c3ccn4S(=O)(=O)c3ccccc3)c(-c3ccc(F)cc3)nc12, [Na+], C1CCOC1, [OH-], O. Yields the product Cc1cc(Cl)nn2c(-c3ccnc4[nH]ccc34)c(-c3ccc(F)cc3)nc12. RXN SMILES: [CH3:37][OH:38].[Cl:1][c:2]1[cH:3][c:4]([CH3:36])[c:5]2[n:6]([n:7]1)[c:8](-[c:18]1[c:19]3[c:20]([n:21][cH:22][cH:23]1)[n:24]([S:27]([c:28]1[cH:29][cH:30][cH:31][cH:32][cH:33]1)(=[O:34])=[O:35])[cH:25][cH:26]3)[c:9](-[c:11]1[cH:12][cH:13][c:14]([F:17])[cH:15][cH:16]1)[n:10]2.[Na+:45].[O:39]1[CH2:40][CH2:41][CH2:42][CH2:43]1.[OH-:44].[OH2:46]>>[Cl:1][c:2]1[cH:3][c:4]([CH3:36])[c:5]2[n:6]([n:7]1)[c:8](-[c:18]1[c:19]3[c:20]([n:21][cH:22][cH:23]1)[nH:24][cH:25][cH:26]3)[c:9](-[c:11]1[cH:12][cH:13][c:14]([F:17])[cH:15][cH:16]1)[n:10]2. Starting materials: C=C[Sn](CCCC)(CCCC)CCCC, [Cl-], O=S(=O)(OC1=CC2C(C1)CC21OCCO1)C(F)(F)F, [Li+], C1CCOC1, O, c1ccc(P(c2ccccc2)(c2ccccc2)[Pd](P(c2ccccc2)(c2ccccc2)c2ccccc2)(P(c2ccccc2)(c2ccccc2)c2ccccc2)P(c2ccccc2)(c2ccccc2)c2ccccc2)cc1. The product is C=CC1=CC2C(C1)CC21OCCO1. Reaction SMILES: [CH2:3]([CH2:4][CH2:16][CH3:17])[Sn:5]([CH2:6][CH2:7][CH2:8][CH3:9])([CH2:10][CH2:11][CH2:12][CH3:13])[CH:14]=[CH2:15].[Cl-:2].[F:23][C:24]([F:25])([F:26])[S:27]([O:28][C:29]1=[CH:35][CH:34]2[CH:31]([CH2:30]1)[CH2:32][C:33]21[O:36][CH2:37][CH2:38][O:39]1)(=[O:40])=[O:41].[Li+:1].[O:18]1[CH2:19][CH2:20][CH2:21][CH2:22]1.[OH2:119].[cH:42]1[cH:43][cH:44][c:45]([P:46]([Pd:47]([P:48]([c:49]2[cH:50][cH:51][cH:52][cH:53][cH:54]2)([c:55]2[cH:56][cH:57][cH:58][cH:59][cH:60]2)[c:61]2[cH:62][cH:63][cH:64][cH:65][cH:66]2)([P:67]([c:68]2[cH:69][cH:70][cH:71][cH:72][cH:73]2)([c:74]2[cH:75][cH:76][cH:77][cH:78][cH:79]2)[c:80]2[cH:81][cH:82][cH:83][cH:84][cH:85]2)[P:86]([c:87]2[cH:88][cH:89][cH:90][cH:91][cH:92]2)([c:93]2[cH:94][cH:95][cH:96][cH:97][cH:98]2)[c:99]2[cH:100][cH:101][cH:102][cH:103][cH:104]2)([c:105]2[cH:106][cH:107][cH:108][cH:109][cH:110]2)[c:111]2[cH:112][cH:113][cH:114][cH:115][cH:116]2)[cH:117][cH:118]1>>[CH:3](=[CH2:4])[C:29]1=[CH:35][CH:34]2[CH:31]([CH2:30]1)[CH2:32][C:33]21[O:36][CH2:37][CH2:38][O:39]1. Reactants: ClC=1C=C(OC[C@H]2CN(C(O2)=O)[C@@H](COC2=CC=C(CC3C(N(C(S3)=O)C(C3=CC=CC=C3)(C3=CC=CC=C3)C3=CC=CC=C3)=O)C=C2)C)C=CC1 (5-[4-{2(R)-[5(R)-(3-chlorophenoxymethyl)-2-oxooxazolidin-3-yl]propoxy}benzyl]-3-triphenylmethylthiazolidine-2,4-dione), FC(C(=O)O)(F)F (trifluoroacetic acid). The solvent is C(Cl)Cl (methylene chloride). The product is ClC=1C=C(OC[C@H]2CN(C(O2)=O)[C@@H](COC2=CC=C(CC3C(NC(S3)=O)=O)C=C2)C)C=CC1 (5-[4-{2(R)-[5(R)-(3-Chlorophenoxymethyl)-2-oxooxazolidin-3-yl]propoxy}benzyl]thiazolidine-2,4-dione). Yield: 73.4%. Reaction SMILES: [Cl:1][C:2]1[CH:3]=[C:4]([CH:50]=[CH:51][CH:52]=1)[O:5][CH2:6][C@@H:7]1[O:11][C:10](=[O:12])[N:9]([C@H:13]([CH3:49])[CH2:14][O:15][C:16]2[CH:48]=[CH:47][C:19]([CH2:20][CH:21]3[S:25][C:24](=[O:26])[N:23](C(C4C=CC=CC=4)(C4C=CC=CC=4)C4C=CC=CC=4)[C:22]3=[O:46])=[CH:18][CH:17]=2)[CH2:8]1.FC(F)(F)C(O)=O>C(Cl)Cl>[Cl:1][C:2]1[CH:3]=[C:4]([CH:50]=[CH:51][CH:52]=1)[O:5][CH2:6][C@@H:7]1[O:11][C:10](=[O:12])[N:9]([C@H:13]([CH3:49])[CH2:14][O:15][C:16]2[CH:48]=[CH:47][C:19]([CH2:20][CH:21]3[S:25][C:24](=[O:26])[NH:23][C:22]3=[O:46])=[CH:18][CH:17]=2)[CH2:8]1. Procedure details: A procedure similar to that described in Example 1 was repeated, except that 0.57 g of 5-[4-{2(R)-[5(R)-(3-chlorophenoxymethyl)-2-oxooxazolidin-3-yl]propoxy}benzyl]-3-triphenylmethylthiazolidine-2,4-dione (prepared as described in Preparation 45), 2 ml of trifluoroacetic acid and 2 ml of methylene chloride were used, to give 280 mg of the title compound, melting at 52° C. to 53° C. and having [α]D =-39.7° (methanol, c=0.965).